describe an organic reaction: reactants, conditions, products, and yield From a dataset of the Open Reaction Database (ORD), a public repository of structured organic reaction records. The reactants are BrC1=C(C=C(C(=O)OCC)C=C1)O (Ethyl 4-bromo-3-hydroxybenzoate), C([O-])([O-])=O.[K+].[K+] (potassium carbonate), ICC (iodoethane). Isolated yield 62.8%. Conditions: temperature 80 celsius. Product: BrC1=C(C=C(C(=O)OCC)C=C1)OCC (Ethyl 4-bromo-3-ethoxybenzoate). Reaction SMILES: [Br:1][C:2]1[CH:12]=[CH:11][C:5]([C:6]([O:8][CH2:9][CH3:10])=[O:7])=[CH:4][C:3]=1[OH:13].C(=O)([O-])[O-].[K+].[K+].I[CH2:21][CH3:22]>CN(C=O)C>[Br:1][C:2]1[CH:12]=[CH:11][C:5]([C:6]([O:8][CH2:9][CH3:10])=[O:7])=[CH:4][C:3]=1[O:13][CH2:21][CH3:22] |f:1.2.3|. Run in CN(C)C=O (DMF). Reported procedure: Ethyl 4-bromo-3-hydroxybenzoate (prepared according to M. I. Dawson et al WO 2003048101; 0.5 g, 2.04 mmol), potassium carbonate (0.84 g, 6.12 mmol) and iodoethane (0.2 mL, 2.45 mmol) were placed in 50 mL DMF and the reaction was heated at 80° C. for 18 h. The mixture was cooled and partitioned between EtOAc and water. The organic layer was separated, washed with water, brine, dried (Na2SO4), filtered, and the filtrate was concentrated under vacuum to an oil. The oil was purified by column chroma... The reactants are CS(=O)(=O)OC1=CC=C(C=C1)CCOC1=CC=C(C=C2C(NC(S2)=O)=O)C=C1 (5-(4-[2-(4-methanesulfonyloxyphenyl)ethoxy]benzylidene)thiazolidine-2,4-dione), C(C)OC(=O)C1=C(NC(=C(C1)C(=O)OCC)C)C (diethyl-1,4-dihydro-2,6-dimethyl-3,5-pyridine dicarboxylate). Run in C1(=CC=CC=C1)C (toluene). Run at time 5 hour. Product: CS(=O)(=O)OC1=CC=C(C=C1)CCOC1=CC=C(C=C1)CC1C(NC(S1)=O)=O (5-([4-[2-(4-Methanesulfonyloxyphenyl)ethoxy]phenyl]methyl)thiazolidine-2,4-dione). The yield is 79.4%. As a reaction SMILES: [CH3:1][S:2]([O:5][C:6]1[CH:11]=[CH:10][C:9]([CH2:12][CH2:13][O:14][C:15]2[CH:28]=[CH:27][C:18]([CH:19]=[C:20]3[S:24][C:23](=[O:25])[NH:22][C:21]3=[O:26])=[CH:17][CH:16]=2)=[CH:8][CH:7]=1)(=[O:4])=[O:3].C(OC(C1CC(C(OCC)=O)=C(C)NC=1C)=O)C>C1(C)C=CC=CC=1>[CH3:1][S:2]([O:5][C:6]1[CH:7]=[CH:8][C:9]([CH2:12][CH2:13][O:14][C:15]2[CH:28]=[CH:27][C:18]([CH2:19][CH:20]3[S:24][C:23](=[O:25])[NH:22][C:21]3=[O:26])=[CH:17][CH:16]=2)=[CH:10][CH:11]=1)(=[O:3])=[O:4]. Procedure details: 98 g (0.23 mole) 5-(4-[2-(4-methanesulfonyloxyphenyl)ethoxy]benzylidene)thiazolidine-2,4-dione and 89 g (0.35 mole) diethyl-1,4-dihydro-2,6-dimethyl-3,5-pyridine dicarboxylate was heated under reduced pressure until it melted (160° C.). The reaction mixture was allowed to stay at this temperature for 5 hours. The reaction mixture was then taken off the heat and toluene was added when the temperature was below 100° C. The crystals were collected and washed with diethyl ether and recrystallized in... Reactants: N1=CC=CC=C1 (pyridine), C(C1=CC=CC=C1)(C1=CC=CC=C1)OC(=O)C1=C[C@@H]([C@H]([C@@H](O1)C(=O)O)NC(C)=O)NC(=O)OC(C)(C)C ((2R,3R,4S)-3-Acetylamino-4-(tert-butoxycarbonylamino)-3,4-dihydro-2H-pyran-2,6-dicarboxylic acid 6-benzhydryl ester), FC(C(=O)OC1=C(C(=C(C(=C1F)F)F)F)F)(F)F (pentafluorophenyl trifluoroacetate). Solvent: C(C)(=O)OCC (ethyl acetate), CN(C=O)C (dimethylformamide). Yields the product FC1=C(C(=C(C(=C1F)F)F)F)OC(=O)[C@@H]1OC(=C[C@@H]([C@H]1NC(C)=O)NC(=O)OC(C)(C)C)C(=O)OC(C1=CC=CC=C1)C1=CC=CC=C1 ((2R,3R,4S)-3-Acetylamino-4-(tert-butoxycarbonylamino)-3,4-dihydro-2H-pyran-2,6-dicarboxylic acid 6-benzhydryl ester 2-(2,3,4,5,6-pentafluoro-phenyl) ester). RXN SMILES: [CH:1]([O:14][C:15]([C:17]1[O:22][C@@H:21]([C:23]([OH:25])=[O:24])[C@H:20]([NH:26][C:27](=[O:29])[CH3:28])[C@@H:19]([NH:30][C:31]([O:33][C:34]([CH3:37])([CH3:36])[CH3:35])=[O:32])[CH:18]=1)=[O:16])([C:8]1[CH:13]=[CH:12][CH:11]=[CH:10][CH:9]=1)[C:2]1[CH:7]=[CH:6][CH:5]=[CH:4][CH:3]=1.N1C=CC=CC=1.FC(F)(F)C(O[C:49]1[C:54]([F:55])=[C:53]([F:56])[C:52]([F:57])=[C:51]([F:58])[C:50]=1[F:59])=O>CN(C)C=O.C(OCC)(=O)C>[F:55][C:54]1[C:53]([F:56])=[C:52]([F:57])[C:51]([F:58])=[C:50]([F:59])[C:49]=1[O:24][C:23]([C@H:21]1[C@H:20]([NH:26][C:27](=[O:29])[CH3:28])[C@@H:19]([NH:30][C:31]([O:33][C:34]([CH3:37])([CH3:36])[CH3:35])=[O:32])[CH:18]=[C:17]([C:15]([O:14][CH:1]([C:2]2[CH:3]=[CH:4][CH:5]=[CH:6][CH:7]=2)[C:8]2[CH:9]=[CH:10][CH:11]=[CH:12][CH:13]=2)=[O:16])[O:22]1)=[O:25]. Procedure: (2R,3R,4S)-3-Acetylamino-4-(tert-butoxycarbonylamino)-3,4-dihydro-2H-pyran-2,6-dicarboxylic acid 6-benzhydryl ester (3.36 g) was dissolved in dry dimethylformamide (10 ml) and pyridine (0.632 g) under nitrogen and stirred at 23° C. To this was added pentafluorophenyl trifluoroacetate (2.02 g). After 3 hours the reaction mixture was diluted with ethyl acetate (250 ml) and washed with dilute hydrochloric acid (3×50 ml), dilute sodium bicarbonate solution (3×50 ml) and brine (50 ml). The organic ph... Solvent: CCOCC (ether), C(Cl)Cl (CH2Cl2), O (H2O), C(C)O (ethanol). The reactants are CN(S(=O)(=O)C1=CC=C(C=C1)C)N=O (N-methyl-N-nitroso-p-toluenesul-fonamide), CC1(CCC2=NC3=CC(=CC=C3C(N2C1)=O)C=CC1=NC=CC=C1)C (8,8-dimethyl-3-(2-(pyridin-2-yl)vinyl)-8,9-dihydro-6H-pyrido[2,1-b]-quinazolin-11(7H)-one), Rh(OAc)2, [OH-].[K+] (KOH), [N+](=[N-])=C.CCOCC (diazomethane ether), [N+](=[N-])=C (diazomethane). Procedure: To a solution of KOH (119 equiv) in H2O and ethanol heated to 65° C. was added N-methyl-N-nitroso-p-toluenesul-fonamide (3 equiv) in ether. The diazomethane ether solution was distillated and collected at −78° C. Then, a solution of vinyl-containing material (e.g., 8,8-dimethyl-3-(2-(pyridin-2-yl)vinyl)-8,9-dihydro-6H-pyrido[2,1-b]-quinazolin-11(7H)-one, 1 equiv) and Rh(OAc)2(0.1 equiv) in CH2Cl2 was added to the ethereal diazomethane solution and stirred overnight at room temperature. The mixtu... Reaction conditions: time 8 hour. Product: CC1(CCC2=NC3=CC(=CC=C3C(N2C1)=O)C1C(C1)C1=NC=CC=C1)C (8,8-dimethyl-3-(2-(pyridin-2-yl)cyclopropyl)-8,9-dihydro-6H-pyrido[2,1-b]quinazolin-11(7H)-one). Reaction SMILES: [OH-].[K+].CN(N=O)S(C1C=CC(C)=CC=1)(=O)=O.[N+:17](=[CH2:19])=[N-].CCOCC.[CH3:25][C:26]1([CH3:49])[CH2:39][N:38]2[C:29](=[N:30][C:31]3[C:36]([C:37]2=[O:40])=[CH:35][CH:34]=[C:33]([CH:41]=[CH:42][C:43]2[CH:48]=[CH:47][CH:46]=[CH:45]N=2)[CH:32]=3)[CH2:28][CH2:27]1.[N+](=C)=[N-]>O.C(O)C.CCOCC.C(Cl)Cl>[CH3:49][C:26]1([CH3:25])[CH2:39][N:38]2[C:29](=[N:30][C:31]3[C:36]([C:37]2=[O:40])=[CH:35][CH:34]=[C:33]([CH:41]2[CH2:42][CH:43]2[C:48]2[CH:47]=[CH:46][CH:45]=[CH:19][N:17]=2)[CH:32]=3)[CH2:28][CH2:27]1 |f:0.1,3.4|.